From a dataset of the Open Reaction Database (ORD), a public repository of structured organic reaction records. describe an organic reaction: reactants, conditions, products, and yield Starting materials: CC(=O)O, Cc1nccnc1C, OO. Product: Cc1ncc[n+]([O-])c1C. As a reaction SMILES: [CH3:11][C:12](=[O:13])[OH:14].[CH3:1][c:2]1[n:3][cH:4][cH:5][n:6][c:7]1[CH3:8].[OH:9][OH:10]>>[CH3:1][c:2]1[n+:3]([O-:9])[cH:4][cH:5][n:6][c:7]1[CH3:8]. RXN SMILES: [NH2:1]/[C:2](/[CH3:8])=[CH:3]\[C:4]([O:6][CH3:7])=[O:5].[N+:9]([C:12]1[CH:13]=[C:14]([CH:17]=[CH:18][CH:19]=1)[CH:15]=O)([O-:11])=[O:10].O=[C:21]([CH3:30])[CH2:22][C:23]([O:25][CH2:26][CH2:27][C:28]#[N:29])=[O:24]>>[CH3:8][C:2]1[NH:1][C:21]([CH3:30])=[C:22]([C:23]([O:25][CH2:26][CH2:27][C:28]#[N:29])=[O:24])[CH:15]([C:14]2[CH:17]=[CH:18][CH:19]=[C:12]([N+:9]([O-:11])=[O:10])[CH:13]=2)[C:3]=1[C:4]([O:6][CH3:7])=[O:5]. Starting materials: N\C(=C/C(=O)OC)\C (methyl 3-aminocrotonate), [N+](=O)([O-])C=1C=C(C=O)C=CC1 (3-nitrobenzaldehyde), O=C(CC(=O)OCCC#N)C (2-cyanoethyl 3-oxobutanoate). Procedure: Compounds of formula 1 may also be prepared via Scheme IV. A dihydropyridine of formula 12 is prepared as in Scheme I, and the compound condensed with an intermediate of formula 9 to form a compound of formula 1. For example, methyl 3-aminocrotonate, 3-nitrobenzaldehyde, and 2-cyanoethyl 3-oxobutanoate are heated together to form 2,6-dimethyl-3-carbomethoxy-4-(3-nitrophenyl)-5-(2-cyano)ethoxycarbonyl-1,4-dihydropyridine. The cyanoethyl ester is hydrolyzed using NaOH followed by HCl, converted to... The product is CC=1NC(=C(C(C1C(=O)OC)C1=CC(=CC=C1)[N+](=O)[O-])C(=O)OCCC#N)C (2,6-dimethyl-3-carbomethoxy-4-(3-nitrophenyl)-5-(2-cyano)ethoxycarbonyl-1,4-dihydropyridine). Starting materials: COC1=C(C(=CC=C1)OC)OC (1,2,3-trimethoxybenzene), CO/C=C/C(=O)OC (methyl trans-3-methoxyacrylate), C(C)(=O)O (acetic acid), Cl (hydrochloric acid). Solvent: C(C)(=O)OCC (ethyl acetate), O (water). Run at time 16 hour. Yields the product COC1=C(C=CC(=C1OC)OC)/C=C/C(=O)OC (methyl trans-3-(2,3,4-trimethoxyphenyl)acrylate). The yield is 25.0%. As a reaction SMILES: [CH3:1][O:2][C:3]1[CH:8]=[CH:7][CH:6]=[C:5]([O:9][CH3:10])[C:4]=1[O:11][CH3:12].CO/[CH:15]=[CH:16]/[C:17]([O:19][CH3:20])=[O:18].C(O)(=O)C.Cl>C(OCC)(=O)C.O>[CH3:1][O:2][C:3]1[C:4]([O:11][CH3:12])=[C:5]([O:9][CH3:10])[CH:6]=[CH:7][C:8]=1/[CH:15]=[CH:16]/[C:17]([O:19][CH3:20])=[O:18]. Procedure details: 1.68 g of 1,2,3-trimethoxybenzene, 1.34 g of methyl trans-3-methoxyacrylate and 6 mL of glacial acetic acid were mixed, 313 mg of 35 wt % hydrochloric acid was added into the mixture at an inner temperature of 25° C., the added mixture was stirred for 16 hours at the same temperature to cause a reaction. After completion of the reaction, 30 ml, of water and 50 mL of ethyl acetate were added into the reaction liquid, and extraction treatment was conducted. The resultant organic layer was washed w... The solvent is CS(=O)C (dimethyl sulfoxide), C(C)(=O)OCC (ethyl acetate), O (water), O (water). Reactants: C1(=CC=CC=C1)C (toluene), FC=1C(=NC(=CN1)F)C#N (3,6-difluoropyrazine-2-carbonitrile), C(C)(=O)[O-].[Na+] (sodium acetate), Cl (hydrochloric acid). Procedure details: To 19.92 g of a toluene solution of 3,6-difluoropyrazine-2-carbonitrile with a concentration of 12.7% were sequentially added 18 ml of dimethyl sulfoxide, 9 ml of water, and 2.95 g of sodium acetate. The resulting mixture was heated to 50° C., and stirred at 50° C. for 7 hours. The mixture was then cooled to room temperature, and 9 ml of water and concentrated hydrochloric acid were added to adjust the pH to 2.5. 54 ml of ethyl acetate was added and a separation was performed. The separated orga... Reaction SMILES: C1(C)C=CC=CC=1.F[C:9]1[C:10]([C:16]#[N:17])=[N:11][C:12]([F:15])=[CH:13][N:14]=1.C([O-])(=[O:20])C.[Na+].Cl>C(OCC)(=O)C.O.CS(C)=O>[F:15][C:12]1[N:11]=[C:10]([C:16]#[N:17])[C:9]([OH:20])=[N:14][CH:13]=1 |f:2.3|. Conditions: temperature 50 celsius, time 7 hour. Yields the product FC1=CN=C(C(=N1)C#N)O (6-fluoro-3-hydroxypyrazine-2-carbonitrile). The reactants are C1(=CC=CC=C1)C1OC(CN1C(CCC1=CC=CC=C1)C)CO (2-Phenyl-3-(1-phenyl-3-butyl)-5-(hydroxymethyl)oxazolidine), C(=O)([O-])[O-].[Na+].[Na+] (Na2CO3), C1(=CC=C(C=C1)S(=O)(=O)Cl)C (p-toluenesulfonyl chloride). Reaction conditions: time 3 hour. The solvent is N1=CC=CC=C1 (pyridine). Reaction SMILES: [C:1]1([CH:7]2[N:11]([CH:12]([CH3:21])[CH2:13][CH2:14][C:15]3[CH:20]=[CH:19][CH:18]=[CH:17][CH:16]=3)[CH2:10][CH:9]([CH2:22][OH:23])[O:8]2)[CH:6]=[CH:5][CH:4]=[CH:3][CH:2]=1.[C:24]1([CH3:34])[CH:29]=[CH:28][C:27]([S:30](Cl)(=[O:32])=[O:31])=[CH:26][CH:25]=1.C([O-])([O-])=O.[Na+].[Na+]>N1C=CC=CC=1>[CH3:34][C:24]1[CH:29]=[CH:28][C:27]([S:30]([OH:8])(=[O:32])=[O:31])=[CH:26][CH:25]=1.[C:1]1([CH:7]2[N:11]([CH:12]([CH3:21])[CH2:13][CH2:14][C:15]3[CH:16]=[CH:17][CH:18]=[CH:19][CH:20]=3)[CH2:10][CH:9]([CH2:22][OH:23])[O:8]2)[CH:2]=[CH:3][CH:4]=[CH:5][CH:6]=1 |f:2.3.4|. Yield: 200.0%. Procedure details: A solution of 95 (7.6 g, 0.025 mol) in pyridine (15 ml) was cooled in an ice bath and p-toluenesulfonyl chloride (4.7 g, 0.025 mol) was added while keeping the internal temperature below 30° C. After stirring for 3 hours at room temperature, a saturated solution of Na2CO3 was added and the mixture extracted with CH2Cl2 (3×). The organic extracts were dried, filtered and concentrated under reduced pressure below 50° C. initially using water aspirator pressure and finally high vacuum to yield the ... The product is CC=1C=CC(=CC1)S(=O)(=O)O (p-toluene sulfonate), C1(=CC=CC=C1)C1OC(CN1C(CCC1=CC=CC=C1)C)CO (2-Phenyl-3-(1-phenyl-3-butyl)-5-(hydroxymethyl)oxazolidine). Starting materials: Fc1ccc(Br)cc1, Cc1c[nH]c2ccc(Br)cc12, [Cu]I, [K+], [OH-], O. The product is Cc1cn(-c2ccc(F)cc2)c2ccc(Br)cc12. RXN SMILES: [Br:12][c:13]1[cH:14][cH:15][c:16]([F:19])[cH:17][cH:18]1.[Br:1][c:2]1[cH:3][c:4]2[c:5]([CH3:11])[cH:6][nH:7][c:8]2[cH:9][cH:10]1.[Cu:22][I:23].[K+:21].[OH-:20].[OH2:24]>>[Br:1][c:2]1[cH:3][c:4]2[c:5]([CH3:11])[cH:6][n:7](-[c:13]3[cH:14][cH:15][c:16]([F:19])[cH:17][cH:18]3)[c:8]2[cH:9][cH:10]1.